Task: describe an organic reaction: reactants, conditions, products, and yield. Dataset: the Open Reaction Database (ORD), a public repository of structured organic reaction records Reactants: ClC1=NC=CC(=C1Cl)I (2,3-Dichloro-4-iodo-pyridine), CC1(N(CCNC1)C1=CC=CC=C1)C (2,2-dimethyl-1-phenylpiperazine), CCN(C(C)C)C(C)C (DIPEA). Solvent: CC#N (CH3CN). Run at temperature 100 celsius. Yields the product ClC1=NC=CC(=C1Cl)N1CC(N(CC1)C1=CC=CC=C1)(C)C (4-(2,3-Dichloro-pyridin-4-yl)-2,2-dimethyl-1-phenyl-piperazine). Reaction SMILES: [Cl:1][C:2]1[C:7]([Cl:8])=[C:6](I)[CH:5]=[CH:4][N:3]=1.[CH3:10][C:11]1([CH3:23])[CH2:16][NH:15][CH2:14][CH2:13][N:12]1[C:17]1[CH:22]=[CH:21][CH:20]=[CH:19][CH:18]=1.CCN(C(C)C)C(C)C>CC#N>[Cl:1][C:2]1[C:7]([Cl:8])=[C:6]([N:15]2[CH2:14][CH2:13][N:12]([C:17]3[CH:22]=[CH:21][CH:20]=[CH:19][CH:18]=3)[C:11]([CH3:23])([CH3:10])[CH2:16]2)[CH:5]=[CH:4][N:3]=1. Reported procedure: A mixture of D10 (1.083 g, 3.955 mmol), 2,2-dimethyl-1-phenylpiperazine (0.903 g, 4.745 mmol) [C.A.S. 2946-75-0] and DIPEA (1.378 ml, 7.909 mmol) in CH3CN (15 ml) was heated in a sealed tube at 100° C. for 5 days. After cooling, the solvent was concentrated in vacuo. The residue was purified by column chromatography (silica gel; Heptane/EtOAc 100/10 to 80/20 as eluent). The desired fractions were collected and concentrated in vacuo to yield intermediate D55 (0.56 g, 42%). Starting materials: COC=1C=C2C(=CC=NC2=CC1OC)OC=1C(=C2C=CC=C(C2=CC1)C(=O)O)F (6-(6,7-dimethoxyquinolin-4-yloxy)-5-fluoro-1-naphthoic acid), S(=O)(Cl)Cl (thionyl chloride). Product: COC=1C=C2C(=CC=NC2=CC1OC)OC=1C(=C2C=CC=C(C2=CC1)C(=O)Cl)F (6-(6,7-dimethoxyquinolin-4-yloxy)-5-fluoro-1-naphthoyl Chloride). Reaction SMILES: [CH3:1][O:2][C:3]1[CH:4]=[C:5]2[C:10](=[CH:11][C:12]=1[O:13][CH3:14])[N:9]=[CH:8][CH:7]=[C:6]2[O:15][C:16]1[C:17]([F:29])=[C:18]2[C:23](=[CH:24][CH:25]=1)[C:22]([C:26](O)=[O:27])=[CH:21][CH:20]=[CH:19]2.S(Cl)([Cl:32])=O>>[CH3:1][O:2][C:3]1[CH:4]=[C:5]2[C:10](=[CH:11][C:12]=1[O:13][CH3:14])[N:9]=[CH:8][CH:7]=[C:6]2[O:15][C:16]1[C:17]([F:29])=[C:18]2[C:23](=[CH:24][CH:25]=1)[C:22]([C:26]([Cl:32])=[O:27])=[CH:21][CH:20]=[CH:19]2. Procedure: A suspension of 6-(6,7-dimethoxyquinolin-4-yloxy)-5-fluoro-1-naphthoic acid (1.23 g, 3.12 mmol) in thionyl chloride (3 mL, excess) was refluxed for 1.5 h. The reaction mixture was concentrated in-vacuo and azeotroped with toluene (×2) to give the title compound as a brown solid. Reactants: [BH3-]C#N, C=O, CC(=O)O, CO, O=c1c2sc(-c3ccc(Cl)cc3)cc2ccn1-c1ccc(N2CCC(NCC(F)F)C2)nc1, Cl, [Na+]. The product is CN(CC(F)F)C1CCN(c2ccc(-n3ccc4cc(-c5ccc(Cl)cc5)sc4c3=O)cn2)C1. As a reaction SMILES: [C:1]([BH3-:2])#[N:3].[CH2:43]=[O:44].[CH3:39][C:40](=[O:41])[OH:42].[CH3:45][OH:46].[Cl:5][c:6]1[cH:7][cH:8][c:9](-[c:12]2[cH:13][c:14]3[c:15]([c:16](=[O:36])[n:17](-[c:20]4[cH:21][n:22][c:23]([N:26]5[CH2:27][CH:28]([NH:31][CH2:32][CH:33]([F:34])[F:35])[CH2:29][CH2:30]5)[cH:24][cH:25]4)[cH:18][cH:19]3)[s:37]2)[cH:10][cH:11]1.[ClH:38].[Na+:4]>>[CH3:1][N:31]([CH:28]1[CH2:27][N:26]([c:23]2[n:22][cH:21][c:20](-[n:17]3[c:16](=[O:36])[c:15]4[c:14]([cH:13][c:12](-[c:9]5[cH:8][cH:7][c:6]([Cl:5])[cH:11][cH:10]5)[s:37]4)[cH:19][cH:18]3)[cH:25][cH:24]2)[CH2:30][CH2:29]1)[CH2:32][CH:33]([F:34])[F:35]. As a reaction SMILES: [CH2:1]([N:8]1[C:16]2[C:11](=[CH:12][C:13]([O:17][CH3:18])=[CH:14][CH:15]=2)[C:10]([C:19]([NH:21][NH2:22])=[O:20])=[C:9]1[CH:23]([CH3:25])[CH3:24])[C:2]1[CH:7]=[CH:6][CH:5]=[CH:4][CH:3]=1.Cl.[C:27](=N)(OCC)[C:28]1[CH:33]=[CH:32][CH:31]=[CH:30][CH:29]=1>CCO>[CH2:1]([N:8]1[C:16]2[C:11](=[CH:12][C:13]([O:17][CH3:18])=[CH:14][CH:15]=2)[C:10]([C:19]2[O:20][C:27]([C:28]3[CH:33]=[CH:32][CH:31]=[CH:30][CH:29]=3)=[N:22][N:21]=2)=[C:9]1[CH:23]([CH3:25])[CH3:24])[C:2]1[CH:3]=[CH:4][CH:5]=[CH:6][CH:7]=1 |f:1.2|. Conditions: temperature 80 celsius, time 4 hour. Procedure: To a solution of 1-benzyl-2-isopropyl-5-methoxy-1H-indole-3-carbohydrazide (Compound 35, 25 mg, 0.074 mmol) in EtOH (2.0 ml) was added ethyl benzimidate hydrochloride (Fluka, 21 mg, 0.11 mmol). The mixture was stirred at 80° C. for 4 h and was concentrated in vacuo. The residue was purified by flash chromatography on silica gel eluting with 0-30% EtOAc-hexanes to yield 2-(1-benzyl-2-isopropyl-5-methoxy-1H-indol-3-yl)-5-phenyl-1,3,4-oxadiazole (Compound 36) as a white solid. The product is C(C1=CC=CC=C1)N1C(=C(C2=CC(=CC=C12)OC)C=1OC(=NN1)C1=CC=CC=C1)C(C)C (2-(1-benzyl-2-isopropyl-5-methoxy-1H-indol-3-yl)-5-phenyl-1,3,4-oxadiazole). Starting materials: C(C1=CC=CC=C1)N1C(=C(C2=CC(=CC=C12)OC)C(=O)NN)C(C)C (1-benzyl-2-isopropyl-5-methoxy-1H-indole-3-carbohydrazide), C(C1=CC=CC=C1)N1C(=C(C2=CC(=CC=C12)OC)C(=O)NN)C(C)C (1-benzyl-2-isopropyl-5-methoxy-1H-indole-3-carbohydrazide), Cl.C(C1=CC=CC=C1)(OCC)=N (ethyl benzimidate hydrochloride). Run in CCO (EtOH). Starting materials: C(=O)(O)C1=CC=C(C=CC#N)C=C1 (4-carboxycinnamonitrile), S(=O)(Cl)Cl (thionyl chloride), C1(=CC=CC=C1)C (toluene). Run in CN(C=O)C (N,N-dimethylformamide). The product is ClC(=O)C1=CC=C(C=CC#N)C=C1 (4-chloroformylcinnamonitrile). Isolated yield 48.4%. Reaction SMILES: [C:1]([C:4]1[CH:13]=[CH:12][C:7]([CH:8]=[CH:9][C:10]#[N:11])=[CH:6][CH:5]=1)(O)=[O:2].S(Cl)([Cl:16])=O.C1(C)C=CC=CC=1>CN(C)C=O>[Cl:16][C:1]([C:4]1[CH:13]=[CH:12][C:7]([CH:8]=[CH:9][C:10]#[N:11])=[CH:6][CH:5]=1)=[O:2]. Procedure: 14.3 g (83 mmols) of 4-carboxycinnamonitrile, 11.9 g (100 mmols) of thionyl chloride, 100 ml of toluene and 0.18 ml of N,N-dimethylformamide are boiled under reflux for 15 minutes and then evaporated. Recrystallising the residue twice from carbon tetrachloride gives 7.7 g (48% of theory) of 4-chloroformylcinnamonitrile in the form of yellow crystals; melting point 161.0° C. Reactants: ClC1=CC=C(C(=O)NNC(=O)NC2CC2)C=C1 (2-(4-chlorobenzoyl)-N-cyclopropylhydrazinecarboxamide), Cl (hydrochloric acid). The solvent is [OH-].[Na+] (sodium hydroxide). The product is ClC1=CC=C(C=C1)C=1N(C(NN1)=O)C1CC1 (5-(4-chlorophenyl)-4-cyclopropyl-2,4-dihydro-3H-1,2,4-triazol-3-one). Reaction SMILES: [Cl:1][C:2]1[CH:17]=[CH:16][C:5]([C:6]([NH:8][NH:9][C:10]([NH:12][CH:13]2[CH2:15][CH2:14]2)=[O:11])=O)=[CH:4][CH:3]=1.Cl>[OH-].[Na+]>[Cl:1][C:2]1[CH:17]=[CH:16][C:5]([C:6]2[N:12]([CH:13]3[CH2:15][CH2:14]3)[C:10](=[O:11])[NH:9][N:8]=2)=[CH:4][CH:3]=1 |f:2.3|. Procedure: 14.65 g (57.7 mmol) of 2-(4-chlorobenzoyl)-N-cyclopropylhydrazinecarboxamide from Example 2A are heated under reflux overnight in 60 ml 2 N aqueous sodium hydroxide. After cooling, the mixture is acidified to pH 1 with 2 N hydrochloric acid and extracted with ethyl acetate. The organic phase is dried over sodium sulphate, filtered and concentrated. The residue is stirred with dichloromethane, and the resulting precipitate filtered off, then washed with dichloromethane and dried in vacuo. 10.9 g ... Reactants: NC1=C(C=CC(=C1)C(F)(F)F)N1CCC2=CC=CC=C12 (1-(2-amino-4-trifluoromethylphenyl)indoline), Cl (HCl), C[O-].[Na+] (sodium methoxide). Run in CN(C=O)C (dimethylformamide). Reaction conditions: time 5 minute. The product is C(=O)NC1=C(C=CC(=C1)C(F)(F)F)N1CCC2=CC=CC=C12 (1-(2-formamido-4-trifluoromethylphenyl)indoline). As a reaction SMILES: [NH2:1][C:2]1[CH:7]=[C:6]([C:8]([F:11])([F:10])[F:9])[CH:5]=[CH:4][C:3]=1[N:12]1[C:20]2[C:15](=[CH:16][CH:17]=[CH:18][CH:19]=2)[CH2:14][CH2:13]1.Cl.[CH3:22][O-:23].[Na+]>CN(C)C=O>[CH:22]([NH:1][C:2]1[CH:7]=[C:6]([C:8]([F:9])([F:10])[F:11])[CH:5]=[CH:4][C:3]=1[N:12]1[C:20]2[C:15](=[CH:16][CH:17]=[CH:18][CH:19]=2)[CH2:14][CH2:13]1)=[O:23] |f:2.3|. Reported procedure: A stirred solution of 15.7 g of 1-(2-amino-4-trifluoromethylphenyl)indoline.HCl in 75 ml of dry dimethylformamide, kept under N2, is immersed in an oil bath preheated to 100° C. After 5 minutes, 8.1 g of fresh, solid sodium methoxide is added in one portion. The mixture is quickly (15 minutes) brought to reflux, and kept at reflux an additional 45 minutes. The heating bath is then removed and when the internal temperature falls to 100° C., 300 ml of water is added in portions, with vigorous stir...